This data is from the Open Reaction Database (ORD), a public repository of structured organic reaction records. The task is: describe an organic reaction: reactants, conditions, products, and yield As a reaction SMILES: [Mg].[Si:2]([O:9][C:10]1[CH:15]=[CH:14][CH:13]=[CH:12][C:11]=1Br)([C:5]([CH3:8])([CH3:7])[CH3:6])([CH3:4])[CH3:3].[B:17](OC)([O:20]C)[O:18]C.Cl>C1COCC1.C(OC)(C)(C)C>[O:9]([C:10]1[CH:15]=[CH:14][C:13]([B:17]([OH:20])[OH:18])=[CH:12][CH:11]=1)[Si:2]([C:5]([CH3:8])([CH3:7])[CH3:6])([CH3:4])[CH3:3]. Yields the product O([Si](C)(C)C(C)(C)C)C1=CC=C(C=C1)B(O)O (4-(tert-Butyl dimethylsiloxy)phenylboronic acid). The solvent is C1CCOC1 (THF), C1CCOC1 (THF), C(C)(C)(C)OC (methyl tert-butyl ether). Procedure: Magnesium turnings (0.53 g, 22 mmol) and 20 mL of THF were placed into a two-necked flask. Next, tert-butyldimethylsilyloxyphenyl bromide (5.64 g, 19.6 mmol) was added and the mixture was heated under reflux for 2 h before it was cooled to room temperature. The brown mixture was added to a solution of trimethyl borate (2.43 g, 24 mmol) in 5 mL of THF through a dropping funnel at −78° C. and allowed to warm to room temperature overnight. After hydrolysis with 90 mL of ca. 0.1 M hydrochloric acid ... Starting materials: Cl (hydrochloric acid), [Mg] (Magnesium), [Si](C)(C)(C(C)(C)C)OC1=C(C=CC=C1)Br (tert-butyldimethylsilyloxyphenyl bromide), B(OC)(OC)OC (trimethyl borate). Procedure details: A stirred suspension of L-phenylalanine (7.60 g, 46 mmol) in 45 mL of dry acetonitrile under argon was cooled to 0° C. and bis(trimethylsilyl)trifluoroacetamide (24.7 mL, 92 mmol) was added. The reaction mixture was allowed to stir and slowly warm to room temperature. After 4 hours, practically all of the amino acid was in the solution, which was light yellow in color. 2-Trifluoromethyl-3-acetylthio propionyl chloride (4.69 g, 20 mmol), dissolved in 10 mL of acetonitrile, was added dropwise over... As a reaction SMILES: [NH2:1][C@H:2]([C:10]([OH:12])=[O:11])[CH2:3][C:4]1[CH:9]=[CH:8][CH:7]=[CH:6][CH:5]=1.C[Si](N([Si](C)(C)C)[C:18](=[O:23])[C:19](F)(F)F)(C)C.[F:28][C:29]([F:39])([F:38])[CH:30]([CH2:34]C(=O)C)[C:31](Cl)=[S:32].C(OCC)(=[O:42])C>C(#N)C.CO.C(O)(=O)C>[C:18]([S:32][CH2:31][CH:30]([C:29]([F:28])([F:38])[F:39])[C:34]([NH:1][C@H:2]([C:10]([OH:12])=[O:11])[CH2:3][C:4]1[CH:9]=[CH:8][CH:7]=[CH:6][CH:5]=1)=[O:42])(=[O:23])[CH3:19]. Run in C(C)#N (acetonitrile), C(C)#N (acetonitrile), hexanes, CO (methanol), C(C)(=O)O (acetic acid). Run at temperature 0 celsius, time 4 hour. Reactants: FC(C(C(=S)Cl)CC(C)=O)(F)F (2-Trifluoromethyl-3-acetylthio propionyl chloride), N[C@@H](CC1=CC=CC=C1)C(=O)O (L-phenylalanine), C[Si](C)(C)N(C(C(F)(F)F)=O)[Si](C)(C)C (bis(trimethylsilyl)trifluoroacetamide), amino acid, C(C)(=O)OCC (ethyl acetate). Product: C(C)(=O)SCC(C(=O)N[C@@H](CC1=CC=CC=C1)C(=O)O)C(F)(F)F (N-[2-[(Acetylthio)methyl]-3,3,3-trifluoro-1-oxopropyl]-L-phenylalanine).